This data is from the Open Reaction Database (ORD), a public repository of structured organic reaction records. The task is: describe an organic reaction: reactants, conditions, products, and yield Starting materials: C(Br)(Br)(Br)Br (carbon tetrabromide), C(C)(C)N(C(C)C)CC (N,N-diisopropylethylamine), Example 25 ( 25c ), Cl.N1CC(C1)C(=O)OC (methyl 3-azetidinecarboxylate hydrochloride), Example 23 ( 23g ), ClC=1C=C(C=CC1CC(C)C)C1=NC(=NO1)C=1C=CC(=NC1CC)CO ({5-[5-(3-chloro-4-isobutylphenyl)-1,2,4-oxadiazol-3-yl]-6-ethylpyridin-2-yl}methanol), C1(=CC=CC=C1)P(C1=CC=CC=C1)C1=CC=CC=C1 (triphenylphosphine). Yields the product crude product, ClC=1C=C(C=CC1CC(C)C)C1=NC(=NO1)C=1C=CC(=NC1CC)CN1CC(C1)C(=O)OC (Methyl 1-({5-[5-(3-chloro-4-isobutylphenyl)-1,2,4-oxadiazol-3-yl]-6-ethylpyridin-2-yl}methyl)azetidine-3-carboxylate). Reaction SMILES: [Cl:1][C:2]1[CH:3]=[C:4]([C:12]2[O:16][N:15]=[C:14]([C:17]3[CH:18]=[CH:19][C:20]([CH2:25]O)=[N:21][C:22]=3[CH2:23][CH3:24])[N:13]=2)[CH:5]=[CH:6][C:7]=1[CH2:8][CH:9]([CH3:11])[CH3:10].C(Br)(Br)(Br)Br.C1(P(C2C=CC=CC=2)C2C=CC=CC=2)C=CC=CC=1.Cl.[NH:52]1[CH2:55][CH:54]([C:56]([O:58][CH3:59])=[O:57])[CH2:53]1.C(N(CC)C(C)C)(C)C>>[Cl:1][C:2]1[CH:3]=[C:4]([C:12]2[O:16][N:15]=[C:14]([C:17]3[CH:18]=[CH:19][C:20]([CH2:25][N:52]4[CH2:55][CH:54]([C:56]([O:58][CH3:59])=[O:57])[CH2:53]4)=[N:21][C:22]=3[CH2:23][CH3:24])[N:13]=2)[CH:5]=[CH:6][C:7]=1[CH2:8][CH:9]([CH3:11])[CH3:10] |f:3.4|. Procedure details: The crude product of the title compound was synthesized by conducting the similar reaction to that mentioned in Example 23 (23g) using {5-[5-(3-chloro-4-isobutylphenyl)-1,2,4-oxadiazol-3-yl]-6-ethylpyridin-2-yl}methanol (0.15 g, 0.40 mmol) that was obtained in Example 25 (25c), carbon tetrabromide (0.27 g, 0.80 mmol), triphenylphosphine (0.21 g, 0.80 mmol), methyl 3-azetidinecarboxylate hydrochloride (91 mg, 0.60 mmol) and N,N-diisopropylethylamine (0.21 ml, 1.2 mmol). Subsequently, the crude pr... The reactants are COc1cccc(C=O)c1, COC(=O)c1ccc(N)cc1, Cc1ccccc1, Cc1ccc(S(=O)(=O)O)cc1. Yields the product COC(=O)c1ccc(N=Cc2cccc(OC)c2)cc1. RXN SMILES: [CH3:12][O:13][c:14]1[cH:15][c:16]([CH:17]=[O:18])[cH:19][cH:20][cH:21]1.[CH3:1][O:2][C:3]([c:4]1[cH:5][cH:6][c:7]([NH2:10])[cH:8][cH:9]1)=[O:11].[CH3:33][c:34]1[cH:35][cH:36][cH:37][cH:38][cH:39]1.[c:22]1([CH3:23])[cH:24][cH:25][c:26]([S:27]([OH:28])(=[O:29])=[O:30])[cH:31][cH:32]1>>[CH3:1][O:2][C:3]([c:4]1[cH:5][cH:6][c:7]([N:10]=[CH:17][c:16]2[cH:15][c:14]([O:13][CH3:12])[cH:21][cH:20][cH:19]2)[cH:8][cH:9]1)=[O:11].